From a dataset of the Open Reaction Database (ORD), a public repository of structured organic reaction records. describe an organic reaction: reactants, conditions, products, and yield Starting materials: NCC1=CC(=NC(=C1)N)N (4-aminomethyl-pyridine-2,6-diamine), C1(CCCC1)C(=O)Cl (cyclopentane carboxylic acid chloride). The reagents and catalysts are CN(C1=CC=NC=C1)C (4-dimethylaminopyridine). The solvent is N1=CC=CC=C1 (pyridine). The product is NC1=NC(=CC(=C1)CNC(=O)C1CCCC1)N (Cyclopentanecarboxylic Acid (2,6-Diamino-pyridin-4-ylmethyl)-amide). Isolated yield 26.6%. Reaction SMILES: [NH2:1][CH2:2][C:3]1[CH:8]=[C:7]([NH2:9])[N:6]=[C:5]([NH2:10])[CH:4]=1.[CH:11]1([C:16](Cl)=[O:17])[CH2:15][CH2:14][CH2:13][CH2:12]1>N1C=CC=CC=1.CN(C)C1C=CN=CC=1>[NH2:10][C:5]1[CH:4]=[C:3]([CH2:2][NH:1][C:16]([CH:11]2[CH2:15][CH2:14][CH2:13][CH2:12]2)=[O:17])[CH:8]=[C:7]([NH2:9])[N:6]=1. Reported procedure: A solution of 205.6 mg (1.49 mmol) 4-aminomethyl-pyridine-2,6-diamine in 5 ml pyridine was treated with 198 mg (1.49 mmol) cyclopentane carboxylic acid chloride and a catalytic amount 4-dimethylaminopyridine and stirred for 2.5 h at room temperature. The mixture was evaporated to dryness and the residue was purified by column chromatography on silica eluting with dichloromethane/methanol 9/1 to yield 93 mg (26%) of the title compound. The reactants are ice water, ice, CC(CC(CC(C(=O)O)C)=COC)CC(CCC)C (4-(2,4-dimethylheptanyl)-5-methoxy-2-methyl-4-pentenoic acid), 70, Cl(=O)(=O)(=O)O (perchloric acid). Solvent: C(C)OCC (diethyl ether). Yields the product CC(CC(CC(C(=O)O)C)C=O)CC(CCC)C (4-(2,4-dimethylheptanyl)-2-methyl-5oxo-pentanoic acid). Reaction SMILES: [CH3:1][CH:2]([CH2:14][CH:15]([CH3:19])[CH2:16][CH2:17][CH3:18])[CH2:3][C:4](=[CH:11][O:12]C)[CH2:5][CH:6]([CH3:10])[C:7]([OH:9])=[O:8].Cl(O)(=O)(=O)=O>C(OCC)C>[CH3:1][CH:2]([CH2:14][CH:15]([CH3:19])[CH2:16][CH2:17][CH3:18])[CH2:3][CH:4]([CH:11]=[O:12])[CH2:5][CH:6]([CH3:10])[C:7]([OH:9])=[O:8]. Procedure details: To an ice-cold solution of 4-(2,4-dimethylheptanyl)-5-methoxy-2-methyl-4-pentenoic acid (11) (1.85 g, 6.85 mmol) in 95 ml diethyl ether in a 250 ml flask fitted with a magnetic stirrer and a dropping funnel, 25 ml of a 70 volume percent aqueous solution of perchloric acid was added slowly under a nitrogen atmosphere. After the addition was completed, the solution was stirred at room temperature for ten hours. The reaction mixture was poured into ice water, the organic layer separated, and the aq...